This data is from the Open Reaction Database (ORD), a public repository of structured organic reaction records. The task is: describe an organic reaction: reactants, conditions, products, and yield Starting materials: N[C@@H](CCSC)C(=O)O (methionine), COC([C@@H](NC(C1=C(C=C(C=C1)N)C1=CC=CC=C1)=O)CC(C)C)=O (4-amino-2-phenylbenzoyl-(S)-leucine methyl ester), C(=O)(OC(C)(C)C)N[C@@H](CSC(C1=CC=CC=C1)(C1=CC=CC=C1)C1=CC=CC=C1)C=O (N-Boc-S-trityl-(L)-cysteinal). Product: COC([C@@H](NC(C1=C(C=C(C=C1)NC[C@@H](CSC(C1=CC=CC=C1)(C1=CC=CC=C1)C1=CC=CC=C1)C(=O)OC(C)(C)C)C1=CC=CC=C1)=O)CC(C)C)=O (4-[2(R)-tert-butoxycarbonyl-3-triphenylmethylthiopropyl]amino-2-phenylbenzoyl-(S)-leucine methyl ester). As a reaction SMILES: N[C@H:2]([C:7]([OH:9])=[O:8])[CH2:3]CSC.[CH3:10][O:11][C:12](=[O:34])[C@H:13]([CH2:30][CH:31]([CH3:33])[CH3:32])[NH:14][C:15](=[O:29])[C:16]1[CH:21]=[CH:20][C:19]([NH2:22])=[CH:18][C:17]=1[C:23]1[CH:28]=[CH:27][CH:26]=[CH:25][CH:24]=1.C(N[C@H](C=O)[CH2:44][S:45][C:46]([C:59]1[CH:64]=[CH:63][CH:62]=[CH:61][CH:60]=1)(C1C=CC=CC=1)[C:47]1[CH:52]=[CH:51][CH:50]=[CH:49][CH:48]=1)(OC(C)(C)C)=O>>[CH3:10][O:11][C:12](=[O:34])[C@H:13]([CH2:30][CH:31]([CH3:32])[CH3:33])[NH:14][C:15](=[O:29])[C:16]1[CH:21]=[CH:20][C:19]([NH:22][CH2:3][C@H:2]([C:7]([O:9][C:31]([CH3:33])([CH3:32])[CH3:30])=[O:8])[CH2:44][S:45][C:46]([C:47]2[CH:52]=[CH:51][CH:50]=[CH:49][CH:48]=2)([C:16]2[CH:21]=[CH:20][CH:19]=[CH:18][CH:17]=2)[C:59]2[CH:60]=[CH:61][CH:62]=[CH:63][CH:64]=2)=[CH:18][C:17]=1[C:23]1[CH:28]=[CH:27][CH:26]=[CH:25][CH:24]=1. Procedure: This compound was prepared using the same method as for the preparation of methionine derivative (See Example 26, section B), using 4-amino-2-phenylbenzoyl-(S)-leucine methyl ester and N-Boc-S-trityl-(L)-cysteinal as starting materials. 1H NMR (CDCl3) δ 7.68 (d, 8.6 Hz, 1H), 7.33-7.41 (m, 11H), 7.17-7.29 (m, 9H), 6.50 (d, 8.6 Hz, 1H), 6.31 (s, 1H), 5.43 (d, 7.8 Hz, 1H), 4.60 (d, 6.1 Hz, 1H), 4.47 (ddd, 1H), 4.19 (br t, 1H), 3.77 (br m, 1H), 3.62 (s, 3H), 3.09 (t, 5.9 Hz, 2H), 2.45 (br m, 2H), 1.... Starting materials: C1(=CC=C(C=C1)S(=O)(=O)O)C (p-toluenesulfonic acid), 58, CC(C(C#C)O)(CCCC)C (4,4-dimethyl-1-octyn-3-ol), O1CCCCC1 (tetrahydropyran). The solvent is C1=CC=CC=C1 (benzene), C1=CC=CC=C1 (benzene). Conditions: time 16 hour. Product: O1C(CCCC1)OC(C#C)C(CCCC)(C)C (4,4-dimethyl-1-octyn-3-ol tetrahydropyran-2-yl ether). RXN SMILES: [CH3:1][C:2]([CH3:11])([CH2:7][CH2:8][CH2:9][CH3:10])[CH:3]([OH:6])[C:4]#[CH:5].[O:12]1[CH2:17][CH2:16][CH2:15][CH2:14][CH2:13]1.C1(C)C=CC(S(O)(=O)=O)=CC=1>C1C=CC=CC=1>[O:12]1[CH2:17][CH2:16][CH2:15][CH2:14][CH:13]1[O:6][CH:3]([C:2]([CH3:11])([CH3:1])[CH2:7][CH2:8][CH2:9][CH3:10])[C:4]#[CH:5]. Procedure details: To a solution of 58 parts of 4,4-dimethyl-1-octyn-3-ol in 116 parts by volume of dry benzene is added first 158 parts of tetrahydropyran then, with cooling, 0.29 part of p-toluenesulfonic acid. The reaction mixture is stored at room temperature for about 16 hours, then is diluted with benzene and washed successively with dilute aqueous sodium hydroxide and water. Drying over anhydrous sodium sulfate followed by removal of the solvent under reduced pressure affords 4,4-dimethyl-1-octyn-3-ol tetra... The reactants are [OH-].[Na+] (sodium hydroxide), O[C@H]1CC(N([C@H]1CC(C)C)C(=O)OC(C)(C)C)=O ((4S,5S)-4-hydroxy-5-isobutyl-1-t-butoxycarbonyl-2-pyrrolidinone), Cl (hydrochloric acid). Solvent: CC(=O)C (acetone). Conditions: time 2 hour. The product is CC(C[C@@H]([C@H](CC(=O)O)O)NC(=O)OC(C)(C)C)C ((3S,4S)-6-methyl-4-t-butoxycarbonylamino-3-hydroxyheptanoic acid). As a reaction SMILES: [OH:1][C@@H:2]1[C@H:6]([CH2:7][CH:8]([CH3:10])[CH3:9])[N:5]([C:11]([O:13][C:14]([CH3:17])([CH3:16])[CH3:15])=[O:12])[C:4](=[O:18])[CH2:3]1.[OH-:19].[Na+].Cl>CC(C)=O>[CH3:9][CH:8]([CH3:10])[CH2:7][C@H:6]([NH:5][C:11]([O:13][C:14]([CH3:17])([CH3:16])[CH3:15])=[O:12])[C@@H:2]([OH:1])[CH2:3][C:4]([OH:18])=[O:19] |f:1.2|. Procedure: 1 g of this 4-hydroxy-2-pyrrolidinone is dissolved in 5 ml of acetone. 2 ml of 1M sodium hydroxide are added dropwise. After 2 hours, the reaction mixture is acidified carefully with dilute hydrochloric acid to pH 3-4. The Boc-statine obtained is precipitated by adding water, drained, washed with water and then with hexane and dried under vacuum in the presence of potassium hydroxide pellets. 810 mg of this statine are thus obtained, in the form of a white solid having the following characterist...